Dataset: the Open Reaction Database (ORD), a public repository of structured organic reaction records. Task: describe an organic reaction: reactants, conditions, products, and yield Isolated yield 25.6%. Procedure: 0.3 g of tert-butyl 5-(3-ethoxy-2-isopropoxy-3-oxo-1-propenyl)-2-methoxybenzoate was dissolved in 2.5 ml dichloromethane, and 1.2 ml trifluoroacetic acid was added under ice-cooling, and the mixture was stirred as such under ice-cooling for 2 hours. 30 ml toluene was added to the reaction mixture and the solvent was evapoarated; this procedure was repeated twice. Then, the residue was subjected to silica gel column chromatography, and from fractions eluted with hexane-ethyl acetate (2:1), 65 mg ... Starting materials: FC(C(=O)O)(F)F (trifluoroacetic acid), C(C)OC(C(=CC=1C=CC(=C(C(=O)OC(C)(C)C)C1)OC)OC(C)C)=O (tert-butyl 5-(3-ethoxy-2-isopropoxy-3-oxo-1-propenyl)-2-methoxybenzoate), C1(=CC=CC=C1)C (toluene). The product is C(C)OC(/C(=C/C=1C=CC(=C(C(=O)O)C1)OC)/OC(C)C)=O (5-[(Z)-3-ethoxy-2-isopropoxy-3-oxo-1-propenyl]-2-methoxybenzoic acid). As a reaction SMILES: [CH2:1]([O:3][C:4](=[O:26])[C:5]([O:22][CH:23]([CH3:25])[CH3:24])=[CH:6][C:7]1[CH:8]=[CH:9][C:10]([O:20][CH3:21])=[C:11]([CH:19]=1)[C:12]([O:14]C(C)(C)C)=[O:13])[CH3:2].FC(F)(F)C(O)=O.C1(C)C=CC=CC=1>ClCCl>[CH2:1]([O:3][C:4](=[O:26])/[C:5](/[O:22][CH:23]([CH3:25])[CH3:24])=[CH:6]/[C:7]1[CH:8]=[CH:9][C:10]([O:20][CH3:21])=[C:11]([CH:19]=1)[C:12]([OH:14])=[O:13])[CH3:2]. Solvent: ClCCl (dichloromethane). The reactants are N1N=CC=C1 (pyrazole), ClC=1N=C(C2=C(N1)SC(=C2)C)NCC2=CC(=C(C=C2)OC)OC (2-chloro-6-methyl-4-(3,4-dimethoxybenzylamino)-thieno-[2,3-d]-pyrimidine). The product is N1(N=CC=C1)C=1N=C(C2=C(N1)SC(=C2)C)NCC2=CC(=C(C=C2)OC)OC (2-(pyrazol-1-yl)-6-methyl-4-(3,4-dimethoxybenzylamino)-thieno-[2,3-d]-pyrimidine). As a reaction SMILES: [NH:1]1[CH:5]=[CH:4][CH:3]=[N:2]1.Cl[C:7]1[N:8]=[C:9]([NH:17][CH2:18][C:19]2[CH:24]=[CH:23][C:22]([O:25][CH3:26])=[C:21]([O:27][CH3:28])[CH:20]=2)[C:10]2[CH:15]=[C:14]([CH3:16])[S:13][C:11]=2[N:12]=1>>[N:1]1([C:7]2[N:8]=[C:9]([NH:17][CH2:18][C:19]3[CH:24]=[CH:23][C:22]([O:25][CH3:26])=[C:21]([O:27][CH3:28])[CH:20]=3)[C:10]3[CH:15]=[C:14]([CH3:16])[S:13][C:11]=3[N:12]=2)[CH:5]=[CH:4][CH:3]=[N:2]1. Procedure: Following the procedure of Example 97, the reaction of pyrazole with 2-chloro-6-methyl-4-(3,4-dimethoxybenzylamino)-thieno-[2,3-d]-pyrimidine gives 2-(pyrazol-1-yl)-6-methyl-4-(3,4-dimethoxybenzylamino)-thieno-[2,3-d]-pyrimidine. Reactants: ClB(Cl)Cl, ClCCl, COc1ccc2c(c1)C(=O)c1cccc(OC(C)C)c1-2. Yields the product COc1ccc2c(c1)C(=O)c1cccc(O)c1-2. Reaction SMILES: [B:21]([Cl:22])([Cl:23])[Cl:24].[CH2:25]([Cl:26])[Cl:27].[CH:1]([CH3:2])([CH3:3])[O:4][c:5]1[c:6]2[c:14]([cH:15][cH:16][cH:17]1)[C:13](=[O:18])[c:12]1[c:7]-2[cH:8][cH:9][c:10]([O:19][CH3:20])[cH:11]1>>[OH:4][c:5]1[c:6]2[c:14]([cH:15][cH:16][cH:17]1)[C:13](=[O:18])[c:12]1[c:7]-2[cH:8][cH:9][c:10]([O:19][CH3:20])[cH:11]1. Starting materials: C[Si](C)(C)[N-][Si](C)(C)C.[K+] (potassium bis(trimethylsilyl)amide), C(C)OC(C(C)(C)O)=O (ethyl-2-hydroxyisobutyrate), Cl (HCl), ClC1=NC=C(C=C1)C(F)(F)F (2-chloro-5-trifluormethylpyridine). Run in O1CCCC1 (tetrahydrofuran). Run at time 10 minute. Product: CC(C(=O)O)(C)OC1=NC=C(C=C1)C(F)(F)F (2-Methyl-2-(5-trifluoromethyl-2-pyridyloxy)propionic Acid). As a reaction SMILES: C[Si]([N-][Si](C)(C)C)(C)C.[K+].C([O:13][C:14](=[O:19])[C:15]([OH:18])([CH3:17])[CH3:16])C.Cl[C:21]1[CH:26]=[CH:25][C:24]([C:27]([F:30])([F:29])[F:28])=[CH:23][N:22]=1.Cl>O1CCCC1>[CH3:17][C:15]([O:18][C:21]1[CH:26]=[CH:25][C:24]([C:27]([F:30])([F:29])[F:28])=[CH:23][N:22]=1)([CH3:16])[C:14]([OH:13])=[O:19] |f:0.1|. Reported procedure: To a solution of potassium bis(trimethylsilyl)amide in tetrahydrofuran (0.91 M, 275 mL) at −70° C. under nitrogen and was added ethyl-2-hydroxyisobutyrate (36 mL, 34.7 g, 0.263 mol) over 12 min. After stirring for additional 10 min, 2-chloro-5-trifluormethylpyridine was added in one portion. The cooling bath was removed and the reaction was allowed to warm to room temperature overnight. Sodium hydroxide (105 mL, 5N) was added, and the reaction was refluxed overnight. The reaction mixture was par... Starting materials: Cl.C(C1=CC=CC=C1)N1C=NC=C1CCC=C(C1=CC=CC=C1)C1=CC=CC=C1 (1-benzyl-5-(4,4-diphenyl-3-butenyl)-1H-imidazole hydrochloride salt), Cl (hydrochloride). The solvent is C(C)O (ethanol). Yields the product C(C1=CC=CC=C1)N1C=NC=C1CCCC(C1=CC=CC=C1)C1=CC=CC=C1 (1-benzyl-5-(4,4-diphenylbutyl)-1H-imidazole). As a reaction SMILES: Cl.[CH2:2]([N:9]1[C:13]([CH2:14][CH2:15][CH:16]=[C:17]([C:24]2[CH:29]=[CH:28][CH:27]=[CH:26][CH:25]=2)[C:18]2[CH:23]=[CH:22][CH:21]=[CH:20][CH:19]=2)=[CH:12][N:11]=[CH:10]1)[C:3]1[CH:8]=[CH:7][CH:6]=[CH:5][CH:4]=1.Cl>C(O)C>[CH2:2]([N:9]1[C:13]([CH2:14][CH2:15][CH2:16][CH:17]([C:24]2[CH:25]=[CH:26][CH:27]=[CH:28][CH:29]=2)[C:18]2[CH:19]=[CH:20][CH:21]=[CH:22][CH:23]=2)=[CH:12][N:11]=[CH:10]1)[C:3]1[CH:4]=[CH:5][CH:6]=[CH:7][CH:8]=1 |f:0.1|. Procedure: 1-benzyl-5-(4,4-diphenyl-3-butenyl)-1H-imidazole hydrochloride salt is hydrogenated in ethanol as described in Example 1 c). M.p. of the product as hydrochloride is 200°-202° C. Reactants: O (water), IC1=CC=C(C=C1)O (4-iodophenol), C([O-])([O-])=O.[K+].[K+] (potassium carbonate), C(C)I (ethyl iodide). The solvent is CN(C)C=O (DMF). Reaction conditions: temperature 50 celsius, time 8 hour. Yields the product C(C)OC1=CC=C(C=C1)I (1-ethoxy-4-iodobenzene). RXN SMILES: [I:1][C:2]1[CH:7]=[CH:6][C:5]([OH:8])=[CH:4][CH:3]=1.C(=O)([O-])[O-].[K+].[K+].[CH2:15](I)[CH3:16].O>CN(C=O)C>[CH2:15]([O:8][C:5]1[CH:6]=[CH:7][C:2]([I:1])=[CH:3][CH:4]=1)[CH3:16] |f:1.2.3|. Reported procedure: To a mixture of 4-iodophenol (2 g) and potassium carbonate (1.88 g) in DMF (20 ml) was added dropwise ethyl iodide (1.83 ml) at room temperature, and the mixture was stirred at 50° C. overnight. The resulting mixture was poured into water (50 ml), and extracted with diethyl ether (25 ml×3). The combined organic layer was washed with 0.5N hydrochloric acid, saturated aqueous NaHCO3 solution and brine, and dried over MgSO4. The solvent was evaporated to give 2.06 g of 1-ethoxy-4-iodobenzene as a s... Reaction SMILES: Cl[CH2:2][C:3]1[CH:10]=[CH:9][CH:8]=[CH:7][C:4]=1[CH:5]=[O:6].[P:11]([O:18]CC)([O:15][CH2:16][CH3:17])[O:12][CH2:13][CH3:14]>>[CH:5]([C:4]1[CH:7]=[CH:8][CH:9]=[CH:10][C:3]=1[CH2:2][P:11](=[O:18])([O:15][CH2:16][CH3:17])[O:12][CH2:13][CH3:14])=[O:6]. Yields the product C(=O)C1=C(CP(OCC)(OCC)=O)C=CC=C1 (diethyl 2-formylbenzylphosphonate). Procedure details: 47.9 g (0.31 mol) of 2-chloromethylbenzaldehyde were heated to 160° C. together with 51.5 g (0.31 mol) of triethyl phosphite. Ethyl chloride distilled off during the course of this. The product was purified by fractional distillation. The reactants are ClCC1=C(C=O)C=CC=C1 (2-chloromethylbenzaldehyde), P(OCC)(OCC)OCC (triethyl phosphite). The product is COC1=C(C(=CC(=C1C)C)C)C(C)=O (1-(2-methoxy-3,4,6-trimethylphenyl)ethanone). As a reaction SMILES: [OH:1][C:2]1[C:7]([CH3:8])=[C:6]([CH3:9])[CH:5]=[C:4]([CH3:10])[C:3]=1[C:11](=[O:13])[CH3:12].[C:14](=O)([O-])[O-].[K+].[K+].CI>CC(C)=O>[CH3:14][O:1][C:2]1[C:7]([CH3:8])=[C:6]([CH3:9])[CH:5]=[C:4]([CH3:10])[C:3]=1[C:11](=[O:13])[CH3:12] |f:1.2.3|. The reactants are OC1=C(C(=CC(=C1C)C)C)C(C)=O (1-(2-hydroxy-3,4,6-trimethylphenyl)ethanone), C([O-])([O-])=O.[K+].[K+] (potassium carbonate), CI (methyl iodide). Isolated yield 88.4%. Reported procedure: In acetone (30 mL) was dissolved 2.00 g (11.2 mmol) of 1-(2-hydroxy-3,4,6-trimethylphenyl)ethanone which can be produced by the method disclosed in Chemical Research in Toxicology, 1997, vol. 10, No. 3, pp. 335-343, 3.10 g (22.4 mmol) of potassium carbonate, then 1.40 mL (22.5 mmol) of methyl iodide were added to the solution, and the resulting mixture was refluxed for 5 hours. After cooling to room temperature, the reaction mixture was concentrated, and the residue was poured into water, and ex... The solvent is CC(=O)C (acetone).